From a dataset of the Open Reaction Database (ORD), a public repository of structured organic reaction records. describe an organic reaction: reactants, conditions, products, and yield The reactants are O=C1CCC(=O)N1Br, COC(=O)c1ccc(OCCNC(=O)c2oc3ccccc3c2C)cc1, Clc1ccccc1, CC(C)(C#N)N=NC(C)(C)C#N. Product: COC(=O)c1ccc(OCCNC(=O)c2oc3ccccc3c2CBr)cc1. RXN SMILES: [Br:39][N:40]1[C:41](=[O:42])[CH2:43][CH2:44][C:45]1=[O:46].[CH3:1][O:2][C:3]([c:4]1[cH:5][cH:6][c:7]([O:10][CH2:11][CH2:12][NH:13][C:14](=[O:15])[c:16]2[o:17][c:18]3[c:19]([c:20]2[CH3:21])[cH:22][cH:23][cH:24][cH:25]3)[cH:8][cH:9]1)=[O:26].[Cl:47][c:48]1[cH:49][cH:50][cH:51][cH:52][cH:53]1.[N:27]([C:28]([CH3:29])([CH3:30])[C:31]#[N:32])=[N:33][C:34]([CH3:35])([CH3:36])[C:37]#[N:38]>>[CH3:1][O:2][C:3]([c:4]1[cH:5][cH:6][c:7]([O:10][CH2:11][CH2:12][NH:13][C:14](=[O:15])[c:16]2[o:17][c:18]3[c:19]([c:20]2[CH2:21][Br:39])[cH:22][cH:23][cH:24][cH:25]3)[cH:8][cH:9]1)=[O:26].